Dataset: the Open Reaction Database (ORD), a public repository of structured organic reaction records. Task: describe an organic reaction: reactants, conditions, products, and yield Reactants: C(C)(C)(C)OC(NC1(CCC1)C1=CC=C(C=C1)C1=NC=2CCC=3C(C2C=C1C1=CC=CC=C1)=NNC3N3CCOCC3)=O (tert-butyl(1-(4-(3-morpholino-8-phenyl-4,5-dihydro-2H-pyrazolo[3,4-f]quinolin-7-yl)phenyl)cyclobutyl)carbamate). Run in C(=O)(C(F)(F)F)O (TFA). Reaction conditions: time 30 second. The product is O1CCN(CC1)C=1NN=C2C=3C=C(C(=NC3CCC21)C2=CC=C(C=C2)C2(CCC2)N)C2=CC=CC=C2 (1-(4-(3-morpholino-8-phenyl-4,5-dihydro-2H-pyrazolo[3,4-f]quinolin-7-yl)phenyl)cyclobutanamine). Yield: 92.6%. As a reaction SMILES: C(OC(=O)[NH:7][C:8]1([C:12]2[CH:17]=[CH:16][C:15]([C:18]3[C:27]([C:28]4[CH:33]=[CH:32][CH:31]=[CH:30][CH:29]=4)=[CH:26][C:25]4[C:24]5=[N:34][NH:35][C:36]([N:37]6[CH2:42][CH2:41][O:40][CH2:39][CH2:38]6)=[C:23]5[CH2:22][CH2:21][C:20]=4[N:19]=3)=[CH:14][CH:13]=2)[CH2:11][CH2:10][CH2:9]1)(C)(C)C>C(O)(C(F)(F)F)=O>[O:40]1[CH2:39][CH2:38][N:37]([C:36]2[NH:35][N:34]=[C:24]3[C:23]=2[CH2:22][CH2:21][C:20]2[N:19]=[C:18]([C:15]4[CH:14]=[CH:13][C:12]([C:8]5([NH2:7])[CH2:11][CH2:10][CH2:9]5)=[CH:17][CH:16]=4)[C:27]([C:28]4[CH:29]=[CH:30][CH:31]=[CH:32][CH:33]=4)=[CH:26][C:25]3=2)[CH2:42][CH2:41]1. Procedure details: tert-butyl(1-(4-(3-morpholino-8-phenyl-4,5-dihydro-2H-pyrazolo[3,4-f]quinolin-7-yl)phenyl)cyclobutyl)carbamate (30 mg, 0.052 mmol) was dissolved in TFA (2 mL) and stirred for 30 seconds. The solution was immediately concentrated to dryness under reduced pressure. The residue was dissolved in diethyl ether (˜2 mL) and concentrated to dryness under reduced pressure three times. The residue was then slurried in diethyl ether (2 mL) and after settling the supernatant solvent removed by pipette. This...